The task is: describe an organic reaction: reactants, conditions, products, and yield. This data is from the Open Reaction Database (ORD), a public repository of structured organic reaction records. Reactants: CCOc1cc(C(C)(C)C)ncc1C1=NC(C)(c2ccc(Cl)cc2)C(C)(c2ccc(Cl)cc2)N1C(=O)Cl, CC(C)(C)OC(=O)N1CCC2(CCNCC2)CC1. Product: CCOc1cc(C(C)(C)C)ncc1C1=NC(C)(c2ccc(Cl)cc2)C(C)(c2ccc(Cl)cc2)N1C(=O)N1CCC2(CCN(C(=O)OC(C)(C)C)CC2)CC1. Reaction SMILES: [C:1]([CH3:2])([CH3:3])([CH3:4])[c:5]1[cH:6][c:7]([O:35][CH2:36][CH3:37])[c:8]([C:11]2=[N:15][C:14]([CH3:16])([c:17]3[cH:18][cH:19][c:20]([Cl:23])[cH:21][cH:22]3)[C:13]([CH3:24])([c:25]3[cH:26][cH:27][c:28]([Cl:31])[cH:29][cH:30]3)[N:12]2[C:32](=[O:33])[Cl:34])[cH:9][n:10]1.[C:38]([CH3:39])([CH3:40])([CH3:41])[O:42][C:43](=[O:44])[N:45]1[CH2:46][CH2:47][C:48]2([CH2:49][CH2:50]1)[CH2:51][CH2:52][NH:53][CH2:54][CH2:55]2>>[C:1]([CH3:2])([CH3:3])([CH3:4])[c:5]1[cH:6][c:7]([O:35][CH2:36][CH3:37])[c:8]([C:11]2=[N:15][C:14]([CH3:16])([c:17]3[cH:18][cH:19][c:20]([Cl:23])[cH:21][cH:22]3)[C:13]([CH3:24])([c:25]3[cH:26][cH:27][c:28]([Cl:31])[cH:29][cH:30]3)[N:12]2[C:32](=[O:33])[N:53]2[CH2:52][CH2:51][C:48]3([CH2:47][CH2:46][N:45]([C:43]([O:42][C:38]([CH3:39])([CH3:40])[CH3:41])=[O:44])[CH2:50][CH2:49]3)[CH2:55][CH2:54]2)[cH:9][n:10]1. Starting materials: CCCC(=O)Oc1cc(O)ccc1N, CC(C=CC1=C(C)CCCC1(C)C)=CC=CC(C)=CC(=O)O, CCN=C=NCCCN(C)C, CN(C)c1ccncc1, CN(C)C=O. Yields the product CCCC(=O)Oc1cc(O)ccc1NC(=O)C=C(C)C=CC=C(C)C=CC1=C(C)CCCC1(C)C. Reaction SMILES: [C:34]([CH2:35][CH2:36][CH3:37])(=[O:38])[O:39][c:40]1[c:41]([NH2:47])[cH:42][cH:43][c:44]([OH:46])[cH:45]1.[CH3:12][C:13]([CH:14]=[CH:15][C:16]1=[C:17]([CH3:18])[CH2:19][CH2:20][CH2:21][C:22]1([CH3:23])[CH3:24])=[CH:25][CH:26]=[CH:27][C:28]([CH3:29])=[CH:30][C:31]([OH:32])=[O:33].[CH3:1][CH2:2][N:3]=[C:4]=[N:5][CH2:6][CH2:7][CH2:8][N:9]([CH3:10])[CH3:11].[CH3:53][N:54]([c:55]1[cH:56][cH:57][n:58][cH:59][cH:60]1)[CH3:61].[O:48]=[CH:49][N:50]([CH3:51])[CH3:52]>>[CH3:12][C:13]([CH:14]=[CH:15][C:16]1=[C:17]([CH3:18])[CH2:19][CH2:20][CH2:21][C:22]1([CH3:23])[CH3:24])=[CH:25][CH:26]=[CH:27][C:28]([CH3:29])=[CH:30][C:31](=[O:33])[NH:47][c:41]1[c:40]([O:39][C:34]([CH2:35][CH2:36][CH3:37])=[O:38])[cH:45][c:44]([OH:46])[cH:43][cH:42]1. The reactants are C1(CCCC1)C1=CC(=C(C=C1)S(=O)(=O)Cl)F (4-cyclopentyl-2-fluorobenzene-1-sulfonyl chloride), NC1=C(SC=C1)C(=O)OC (methyl 3-aminothiophene-2-carboxylate), N1=CC=CC=C1 (pyridine). The solvent is ClCCl (dichloromethane). Reaction conditions: time 24 hour. The product is C1(CCCC1)C1=CC(=C(C=C1)S(=O)(=O)NC1=C(SC=C1)C(=O)OC)F (Methyl 3-(4-cyclopentyl-2-fluorophenylsulfonamido)thiophene-2-carboxylate). RXN SMILES: [CH:1]1([C:6]2[CH:11]=[CH:10][C:9]([S:12](Cl)(=[O:14])=[O:13])=[C:8]([F:16])[CH:7]=2)[CH2:5][CH2:4][CH2:3][CH2:2]1.[NH2:17][C:18]1[CH:22]=[CH:21][S:20][C:19]=1[C:23]([O:25][CH3:26])=[O:24].N1C=CC=CC=1>ClCCl>[CH:1]1([C:6]2[CH:11]=[CH:10][C:9]([S:12]([NH:17][C:18]3[CH:22]=[CH:21][S:20][C:19]=3[C:23]([O:25][CH3:26])=[O:24])(=[O:14])=[O:13])=[C:8]([F:16])[CH:7]=2)[CH2:5][CH2:4][CH2:3][CH2:2]1. Procedure: To a solution of 4-cyclopentyl-2-fluorobenzene-1-sulfonyl chloride, 134 (0.06 g; 0.21 mmol) in dichloromethane (1 mL) at room temperature, methyl 3-aminothiophene-2-carboxylate (0.033 g; 0.21 mmol) was added followed by pyridine (0.033 g; 0.42 mmol) and then stirred at room temperature under a nitrogen atmosphere for 24 hours. The reaction mixture was concentrated under reduced pressure and then taken up in ethyl acetate (10 mL) and washed with water. The aqueous layer was separated and extracte... The reactants are ClC=1SC(=CC1C1CC(C=2C(=CC=NC2C1)C)=O)Cl (7-(2,5-dichlorothiophen-3-yl)-4-methyl-5,6,7,8-tetrahydroquinolin-5-one), C1(=CC=C(C=C1)S(=O)(=O)O)C.NNC(=N)NO (1-amino-3-hydroxyguanidine p-toluenesulfonate), Cl (hydrochloric acid). Run in C(C)O (ethanol). Reaction conditions: temperature 105 celsius, time 2 hour. Yields the product Cl.ClC=1SC(=CC1C1CC(C=2C(=CC=NC2C1)C)=NNC(NO)=N)Cl (7-(2,5-dichlorothiophen-3-yl)-5-(1-hydroxyguanidin-3-yl)imino-4-methyl-5,6,7,8-tetrahydroquinoline hydrochloride). The yield is 121.7%. RXN SMILES: [Cl:1][C:2]1[S:3][C:4]([Cl:19])=[CH:5][C:6]=1[CH:7]1[CH2:16][C:15]2[N:14]=[CH:13][CH:12]=[C:11]([CH3:17])[C:10]=2[C:9](=O)[CH2:8]1.C1(C)C=CC(S(O)(=O)=O)=CC=1.[NH2:31][NH:32][C:33]([NH:35][OH:36])=[NH:34].Cl>C(O)C>[ClH:1].[Cl:1][C:2]1[S:3][C:4]([Cl:19])=[CH:5][C:6]=1[CH:7]1[CH2:16][C:15]2[N:14]=[CH:13][CH:12]=[C:11]([CH3:17])[C:10]=2[C:9](=[N:31][NH:32][C:33](=[NH:34])[NH:35][OH:36])[CH2:8]1 |f:1.2,5.6|. Reported procedure: A mixture of 7-(2,5-dichlorothiophen-3-yl)-4-methyl-5,6,7,8-tetrahydroquinolin-5-one (250 mg), 1-amino-3-hydroxyguanidine p-toluenesulfonate (314 mg) and concentrated hydrochloric acid (0.1 ml) in ethanol (4 ml) was stirred at 105° C. (bath temperature) for 2 hours. The reaction solution was concentrated under reduced pressure, and to the residue were added ethyl acetate (40 ml), tetrahydrofuran (25 ml) and 0.2 N sodium hydroxide (25 ml). The mixture was shaken, and the separated upper layer was...